From a dataset of the Open Reaction Database (ORD), a public repository of structured organic reaction records. describe an organic reaction: reactants, conditions, products, and yield The reactants are C1(CCCCC1)P(C1=C(C=CC=C1)C1=CC=CC=C1)C1CCCCC1 (2-(dicyclohexylphosphino)biphenyl), BrC=1C=C2C(=NC1)ON=C2C(C)C=2C=C1C=CC=NC1=CC2 (6-(1-(5-bromoisoxazolo[5,4-b]pyridin-3-yl)ethyl)quinoline), C(CCC)[Sn](C=1N=CSC1)(CCCC)CCCC (4-(tributylstannyl)thiazole). Solvent: CN(C)C=O (DMF). Conditions: temperature 90 celsius, time 2 hour. The product is S1C=NC(=C1)C=1C=C2C(=NC1)ON=C2C(C)C=2C=C1C=CC=NC1=CC2 (6-(1-(5-(thiazol-4-yl)isoxazolo[5,4-b]pyridin-3-yl)ethyl)quinoline). RXN SMILES: C1(P(C2CCCCC2)C2C=CC=CC=2C2C=CC=CC=2)CCCCC1.Br[C:27]1[CH:28]=[C:29]2[C:35]([CH:36]([C:38]3[CH:39]=[C:40]4[C:45](=[CH:46][CH:47]=3)[N:44]=[CH:43][CH:42]=[CH:41]4)[CH3:37])=[N:34][O:33][C:30]2=[N:31][CH:32]=1.C([Sn](CCCC)(CCCC)[C:53]1[N:54]=[CH:55][S:56][CH:57]=1)CCC>CN(C=O)C>[S:56]1[CH:57]=[C:53]([C:27]2[CH:28]=[C:29]3[C:35]([CH:36]([C:38]4[CH:39]=[C:40]5[C:45](=[CH:46][CH:47]=4)[N:44]=[CH:43][CH:42]=[CH:41]5)[CH3:37])=[N:34][O:33][C:30]3=[N:31][CH:32]=2)[N:54]=[CH:55]1. Reported procedure: To a pressure vessel was added 2-(dicyclohexylphosphino)biphenyl (12 mg, 0.42 mmol), 6-(1-(5-bromoisoxazolo[5,4-b]pyridin-3-yl)ethyl)quinoline (0.10 g, 0.28 mmol), and 4-(tributylstannyl)thiazole (0.16 g, 0.42 mmol) in anhydrous DMF (3 mL). The vial was flushed with argon, sealed and stirred at 90° C. for two hours. The mixture was concentrated and purified by MPLC (eluted with a gradient of 0 to 10% methanol in dichloromethane) to afford the product as an off-white solid. MS m/z=359.0 [M+1]+ Ca... Starting materials: Br (HBr), CC(=O)O (AcOH), C(C)(C)(C)OC(=O)N[C@@H]1CN(CCC1)C1=C(C=NC=C1)NC(=O)C1=NC2=CC(=CC=C2C=C1NC(OCC1=CC=CC=C1)=O)C=O (Benzyl (2-{[(4-{(3S)-3-[(tert-butoxycarbonyl)amino]piperidin-1-yl}pyridin-3-yl)amino]carbonyl}-7-formylquinolin-3-yl)carbamate), N1CCCC1 (pyrrolidine), C(C)(=O)O[BH-](OC(C)=O)OC(C)=O.[Na+] (sodium triacetoxyborohydride). Run in C(Cl)Cl (DCM). Conditions: time 2 hour. Product: NC=1C(=NC2=CC(=CC=C2C1)CN1CCCC1)C(=O)NC=1C=NC=CC1N1C[C@H](CCC1)N (3-Amino-N-{4-[(3S)-3-aminopiperidin-1-yl]pyridin-3-yl}-7-(pyrrolidin-1-ylmethyl)quinoline-2-carboxamide). As a reaction SMILES: C(OC([NH:8][C@H:9]1[CH2:14][CH2:13][CH2:12][N:11]([C:15]2[CH:20]=[CH:19][N:18]=[CH:17][C:16]=2[NH:21][C:22]([C:24]2[C:33]([NH:34]C(=O)OCC3C=CC=CC=3)=[CH:32][C:31]3[C:26](=[CH:27][C:28]([CH:45]=O)=[CH:29][CH:30]=3)[N:25]=2)=[O:23])[CH2:10]1)=O)(C)(C)C.[NH:47]1[CH2:51][CH2:50][CH2:49][CH2:48]1.C(O[BH-](OC(=O)C)OC(=O)C)(=O)C.[Na+].Br.CC(O)=O>C(Cl)Cl>[NH2:34][C:33]1[C:24]([C:22]([NH:21][C:16]2[CH:17]=[N:18][CH:19]=[CH:20][C:15]=2[N:11]2[CH2:12][CH2:13][CH2:14][C@H:9]([NH2:8])[CH2:10]2)=[O:23])=[N:25][C:26]2[C:31]([CH:32]=1)=[CH:30][CH:29]=[C:28]([CH2:45][N:47]1[CH2:51][CH2:50][CH2:49][CH2:48]1)[CH:27]=2 |f:2.3|. Procedure: Benzyl (2-{[(4-{(3S)-3-[(tert-butoxycarbonyl)amino]piperidin-1-yl}pyridin-3-yl)amino]carbonyl}-7-formylquinolin-3-yl)carbamate (0.008 g, 0.01 mmol) (from Example 15, step 5) was mixed with pyrrolidine, DCM (0.20 mL) and sodium triacetoxyborohydride (0.020 g, 0.094 mmol). The reaction mixture was stirred at room temperature for 2 h. HBr in AcOH (8.0 M; 0.20 mL, 1.6 mmol) was added and the reaction mixture was stirred at room temperature for 30 min. After concentration to remove the solvent, the c... Starting materials: CC(=O)c1ccc2ncc(Cc3cc4cccnc4cc3F)n2n1, NNc1nc2ccccc2o1. The product is CC(=NNc1nc2ccccc2o1)c1ccc2ncc(Cc3cc4cccnc4cc3F)n2n1. RXN SMILES: [F:12][c:13]1[c:14]([CH2:23][c:24]2[cH:25][n:26][c:27]3[n:28]2[n:29][c:30]([C:33]([CH3:34])=[O:35])[cH:31][cH:32]3)[cH:15][c:16]2[cH:17][cH:18][cH:19][n:20][c:21]2[cH:22]1.[NH:1]([NH2:2])[c:3]1[o:4][c:5]2[c:6]([n:7]1)[cH:8][cH:9][cH:10][cH:11]2>>[NH:1]([N:2]=[C:33]([c:30]1[n:29][n:28]2[c:24]([CH2:23][c:14]3[c:13]([F:12])[cH:22][c:21]4[c:16]([cH:15]3)[cH:17][cH:18][cH:19][n:20]4)[cH:25][n:26][c:27]2[cH:32][cH:31]1)[CH3:34])[c:3]1[o:4][c:5]2[c:6]([n:7]1)[cH:8][cH:9][cH:10][cH:11]2.